From a dataset of the Open Reaction Database (ORD), a public repository of structured organic reaction records. describe an organic reaction: reactants, conditions, products, and yield The reactants are CCC1(C2NC(=O)CC(c3cccc(Cl)c3)C23C(=O)N(C(=O)OC(C)(C)C)c2cc(C4CC4)ccc23)CC1, Cl. Yields the product CCC1(C2NC(=O)CC(c3cccc(Cl)c3)C23C(=O)Nc2cc(C4CC4)ccc23)CC1. As a reaction SMILES: [C:1]([O:2][C:3](=[O:4])[N:8]1[C:9](=[O:38])[C:10]2([c:11]3[cH:12][cH:13][c:14]([CH:17]4[CH2:18][CH2:19]4)[cH:15][c:16]31)[CH:20]([C:33]1([CH2:36][CH3:37])[CH2:34][CH2:35]1)[NH:21][C:22](=[O:32])[CH2:23][CH:24]2[c:25]1[cH:26][c:27]([Cl:31])[cH:28][cH:29][cH:30]1)([CH3:5])([CH3:6])[CH3:7].[ClH:39]>>[NH:8]1[C:9](=[O:38])[C:10]2([c:11]3[cH:12][cH:13][c:14]([CH:17]4[CH2:18][CH2:19]4)[cH:15][c:16]31)[CH:20]([C:33]1([CH2:36][CH3:37])[CH2:34][CH2:35]1)[NH:21][C:22](=[O:32])[CH2:23][CH:24]2[c:25]1[cH:26][c:27]([Cl:31])[cH:28][cH:29][cH:30]1. The reactants are Br, CC(=O)O, COc1ccc(S(=O)(=O)c2ccccc2)cc1. The product is O=S(=O)(c1ccccc1)c1ccc(O)cc1. RXN SMILES: [BrH:18].[CH3:19][C:20](=[O:21])[OH:22].[c:1]1([S:7](=[O:8])(=[O:9])[c:10]2[cH:11][cH:12][c:13]([O:16][CH3:17])[cH:14][cH:15]2)[cH:2][cH:3][cH:4][cH:5][cH:6]1>>[c:1]1([S:7](=[O:8])(=[O:9])[c:10]2[cH:11][cH:12][c:13]([OH:16])[cH:14][cH:15]2)[cH:2][cH:3][cH:4][cH:5][cH:6]1. Reactants: CC(C)c1ccc(-c2nc3c(-c4ccccc4)nn(CC(=O)OC(C)(C)C)c3c(=O)n2-c2ccc(Cl)cc2)cc1, ClCCl, O=C(O)C(F)(F)F. Product: CC(C)c1ccc(-c2nc3c(-c4ccccc4)nn(CC(=O)O)c3c(=O)n2-c2ccc(Cl)cc2)cc1. As a reaction SMILES: [C:1]([CH3:2])([CH3:3])([CH3:4])[O:5][C:6]([CH2:7][n:8]1[n:9][c:10](-[c:34]2[cH:35][cH:36][cH:37][cH:38][cH:39]2)[c:11]2[n:12][c:13](-[c:25]3[cH:26][cH:27][c:28]([CH:31]([CH3:32])[CH3:33])[cH:29][cH:30]3)[n:14](-[c:18]3[cH:19][cH:20][c:21]([Cl:24])[cH:22][cH:23]3)[c:15](=[O:17])[c:16]12)=[O:40].[Cl:48][CH2:49][Cl:50].[F:41][C:42]([F:43])([F:44])[C:45]([OH:46])=[O:47]>>[O:5]=[C:6]([CH2:7][n:8]1[n:9][c:10](-[c:34]2[cH:35][cH:36][cH:37][cH:38][cH:39]2)[c:11]2[n:12][c:13](-[c:25]3[cH:26][cH:27][c:28]([CH:31]([CH3:32])[CH3:33])[cH:29][cH:30]3)[n:14](-[c:18]3[cH:19][cH:20][c:21]([Cl:24])[cH:22][cH:23]3)[c:15](=[O:17])[c:16]12)[OH:40]. The reactants are CI, CN(C)C=O, [Cl-], [Li+], O=C(O)c1cccc([N+](=O)[O-])c1O, [Na]. Reaction SMILES: [CH3:15][I:16].[CH3:19][N:20]([CH3:21])[CH:22]=[O:23].[Cl-:18].[Li+:17].[N+:2](=[O:3])([O-:4])[c:5]1[c:6]([OH:14])[c:7]([C:8](=[O:9])[OH:10])[cH:11][cH:12][cH:13]1.[Na:1]>>[N+:2](=[O:3])([O-:4])[c:5]1[c:6]([OH:14])[c:7]([C:8](=[O:9])[O:10][CH3:15])[cH:11][cH:12][cH:13]1. Yields the product COC(=O)c1cccc([N+](=O)[O-])c1O. Reactants: CCN(C(C)C)C(C)C, ClCCl, O=C(Cl)C(=O)Cl, CCS(=O)(=O)N1CCC(c2c[nH]c3c(C(N)=O)cc(-c4cccc(CN)c4)cc23)CC1, O=C(O)C1CCOC1, CN(C)C=O, c1ccncc1. The product is CCS(=O)(=O)N1CCC(c2c[nH]c3c(C(N)=O)cc(-c4cccc(CNC(=O)C5CCOC5)c4)cc23)CC1. As a reaction SMILES: [CH:46]([N:47]([CH2:48][CH3:49])[CH:50]([CH3:51])[CH3:52])([CH3:53])[CH3:54].[Cl:55][CH2:56][Cl:57].[Cl:9][C:10]([C:11]([Cl:12])=[O:13])=[O:14].[NH2:15][CH2:16][c:17]1[cH:18][c:19](-[c:23]2[cH:24][c:25]3[c:26]([CH:35]4[CH2:36][CH2:37][N:38]([S:41](=[O:42])(=[O:43])[CH2:44][CH3:45])[CH2:39][CH2:40]4)[cH:27][nH:28][c:29]3[c:30]([C:32](=[O:33])[NH2:34])[cH:31]2)[cH:20][cH:21][cH:22]1.[O:1]1[CH2:2][CH:3]([C:6](=[O:7])[OH:8])[CH2:4][CH2:5]1.[O:58]=[CH:59][N:60]([CH3:61])[CH3:62].[cH:63]1[cH:64][cH:65][n:66][cH:67][cH:68]1>>[O:1]1[CH2:2][CH:3]([C:6](=[O:8])[NH:15][CH2:16][c:17]2[cH:18][c:19](-[c:23]3[cH:24][c:25]4[c:26]([CH:35]5[CH2:36][CH2:37][N:38]([S:41](=[O:42])(=[O:43])[CH2:44][CH3:45])[CH2:39][CH2:40]5)[cH:27][nH:28][c:29]4[c:30]([C:32](=[O:33])[NH2:34])[cH:31]3)[cH:20][cH:21][cH:22]2)[CH2:4][CH2:5]1.